From a dataset of the Open Reaction Database (ORD), a public repository of structured organic reaction records. describe an organic reaction: reactants, conditions, products, and yield The reactants are C(CC)C=1SC(=CN1)N (2-Propyl-thiazol-5-ylamine), CC1(OC(=O)CC(=O)O1)C (Meldrum's acid), C(C)OC(OCC)OCC (triethylorthoformate). The solvent is C(C)O (ethanol). Run at time 15 minute. Yields the product CC1(OC(C(C(O1)=O)=CNC1=CN=C(S1)CCC)=O)C (2,2-Dimethyl-5-[(2-propyl-thiazol-5-ylamino)-methylene]-[1,3]dioxane-4,6-dione). Isolated yield 54.1%. RXN SMILES: [CH2:1]([C:4]1[S:5][C:6]([NH2:9])=[CH:7][N:8]=1)[CH2:2][CH3:3].[CH3:10][C:11]1([CH3:19])[O:18][C:16](=[O:17])[CH2:15][C:13](=[O:14])[O:12]1.[CH2:20](OC(OCC)OCC)C>C(O)C>[CH3:10][C:11]1([CH3:19])[O:18][C:16](=[O:17])[C:15](=[CH:20][NH:9][C:6]2[S:5][C:4]([CH2:1][CH2:2][CH3:3])=[N:8][CH:7]=2)[C:13](=[O:14])[O:12]1. Procedure: A solution of the product of Example 5D (212.7 mg, 1.496 mmol) in anhydrous ethanol (5 mL) was treated with Meldrum's acid (237 mg, 1.645 mmol) and triethylorthoformate (0.25 mL, 1.496 mmol) at room temperature, and the reaction was heated in a preheated 100° oil bath. After 15 minutes, the reaction was cooled to room temperature and the solvent removed by rotary evaporation under vacuum. Purification by silica gel flash chromatography with a gradient of 10% to 20% ethyl acetate/methylene chlori... Product: CC1(COCCOCc2ccccc2)COC(C)(C)OC1. Reaction SMILES: [CH2:29]([c:30]1[cH:31][cH:32][cH:33][cH:34][cH:35]1)[O:36][CH2:37][CH2:38][O:39][S:40]([C:41]([F:42])([F:43])[F:44])(=[O:45])=[O:46].[CH3:12][Si:13]([N-:14][Si:15]([CH3:16])([CH3:17])[CH3:18])([CH3:19])[CH3:20].[CH3:1][C:2]1([CH3:11])[O:3][CH2:4][C:5]([CH3:8])([CH2:9][OH:10])[CH2:6][O:7]1.[CH3:22][c:23]1[cH:24][cH:25][cH:26][cH:27][cH:28]1.[Cl:52][CH2:53][Cl:54].[K+:21].[O:47]1[CH2:48][CH2:49][CH2:50][CH2:51]1>>[CH3:1][C:2]1([CH3:11])[O:3][CH2:4][C:5]([CH3:8])([CH2:9][O:10][CH2:38][CH2:37][O:36][CH2:29][c:30]2[cH:31][cH:32][cH:33][cH:34][cH:35]2)[CH2:6][O:7]1. Reactants: O=S(=O)(OCCOCc1ccccc1)C(F)(F)F, C[Si](C)(C)[N-][Si](C)(C)C, CC1(CO)COC(C)(C)OC1, Cc1ccccc1, ClCCl, [K+], C1CCOC1. As a reaction SMILES: [Na+].[Cl-].[CH2:3]([C:10](=[C:13]=[CH2:14])[CH2:11][OH:12])[C:4]1[CH:9]=[CH:8][CH:7]=[CH:6][CH:5]=1>ClCCCl.CCOCC>[CH2:3]([C:10](=[C:13]=[CH2:14])[CH:11]=[O:12])[C:4]1[CH:9]=[CH:8][CH:7]=[CH:6][CH:5]=1 |f:0.1|. Solvent: CCOCC (ether), ClCCCl (1,2-dichloroethane), ClCCCl (DCE). Reported procedure: Fe(NO3)3.9H2O (20.3 mg, 0.05 mmol), 1,2-dichloroethane (DCE, 4 mL), 2,2,6,6-tetramethylpiperidinyloxy (TEMPO, 15.6 mg, 0.10 mmol) and NaCl (5.8 mg, 0.10 mmol) were added to a 10 mL-three-necked flask and were stirred for 5 mins at room temperature under oxygen atmosphere. 2-benzylbuta-2,3-dienol (160.6 mg, 1.0 mmol) was dissolved in DCE (1 mL) and then added to the reaction solution dropwise, and the reaction was monitored by TLC till it was complete. Then the reaction solution was diluted with ... Reaction conditions: time 5 minute. Yield: 72.4%. Starting materials: Fe(NO3)3.9H2O, [Na+].[Cl-] (NaCl), C(C1=CC=CC=C1)C(CO)=C=C (2-benzylbuta-2,3-dienol). Product: C(C1=CC=CC=C1)C(C=O)=C=C (2-benzylbuta-2,3-dienal). Starting materials: palladium-catalysed, C(=O)C=1SC=CC1B(O)O (2-formyl-3-thiopheneboronic acid), C(CCC)[Li] (butyllithium), B(OCCCC)(OCCCC)OCCCC (tributyl borate), halogen-metal, BrC1=C(SC=C1)C1OCCO1 (2-(3-bromo-2-thienyl)-1,3-dioxolane), bromo-aromatic compounds. The solvent is BrC1=CC=CC=C1 (bromobenzene), C([O-])([O-])=O.[Na+].[Na+].C(C)O (sodium carbonate ethanol). Yields the product C1(=CC=CC=C1)C1=C(SC=C1)C=O (3-phenyl-thiophen-2-carboxaldehyde). RXN SMILES: [CH:1]([C:3]1[S:4][CH:5]=[CH:6][C:7]=1B(O)O)=[O:2].Br[C:12]1[CH:16]=[CH:15]S[C:13]=1[CH:17]1OCCO1.[CH2:22]([Li])CCC.B(OCCCC)(OCCCC)OCCCC>BrC1C=CC=CC=1.C(=O)([O-])[O-].[Na+].[Na+].C(O)C>[C:13]1([C:7]2[CH:6]=[CH:5][S:4][C:3]=2[CH:1]=[O:2])[CH:12]=[CH:16][CH:15]=[CH:22][CH:17]=1 |f:5.6.7.8|. Reported procedure: 3-bromothiophen-2-aldehyde (2) was obtained from commercially available 2,3-dibromothiophen (1) via 3-bromothienyllithium and reaction with N,N-dimethylformamide. The aldehyde 2 was protected by reaction with ethylene glycol to give 2-(3-bromo-2-thienyl)-1,3-dioxolane (3). The latter derivative was converted into 2-formyl-3-thiopheneboronic acid (4) using halogen-metal interconversion between the substrate (3) and butyllithium at −70° C., followed by treatment with tributyl borate and subsequent... Starting materials: COC(\C=C\C1=CC=C(C=C1)C(=O)N1C2=C(CCCC1)C=CC=C2)=O ((E)-3-[4-(2,3,4,5-Tetrahydro-benzo[b]azepine-1-carbonyl)-phenyl]-acrylic acid methyl ester). The reagents and catalysts are [Pd] (Pd/C). The solvent is CO (methanol). Yields the product COC(CCC1=CC=C(C=C1)C(=O)N1C2=C(CCCC1)C=CC=C2)=O (3-[4-(2,3,4,5-Tetrahydro-benzo[b]azepine-1-carbonyl)-phenyl]-propionic Acid Methyl Ester). Yield: 85.0%. RXN SMILES: [CH3:1][O:2][C:3](=[O:25])/[CH:4]=[CH:5]/[C:6]1[CH:11]=[CH:10][C:9]([C:12]([N:14]2[CH2:20][CH2:19][CH2:18][CH2:17][C:16]3[CH:21]=[CH:22][CH:23]=[CH:24][C:15]2=3)=[O:13])=[CH:8][CH:7]=1>CO.[Pd]>[CH3:1][O:2][C:3](=[O:25])[CH2:4][CH2:5][C:6]1[CH:7]=[CH:8][C:9]([C:12]([N:14]2[CH2:20][CH2:19][CH2:18][CH2:17][C:16]3[CH:21]=[CH:22][CH:23]=[CH:24][C:15]2=3)=[O:13])=[CH:10][CH:11]=1. Procedure details: (E)-3-[4-(2,3,4,5-Tetrahydro-benzo[b]azepine-1-carbonyl)-phenyl]-acrylic acid methyl ester from Example E65.2 (485 mg, 1.44 mmol) was dissolved in methanol (60 ml) and hydrogenated over 10% Pd/C catalyst (214 mg) for 2 h. The mixture was filtered through Celite® filter agent and the filtrate was concentrated in vacuo to yield the title compound (415 mg, 85%). Procedure: 1,2,4-Triazole-3-thiol (20.2 g; 0.20 mol) and sodium methoxide (11.8 g; 0.22 mol) were dissolved in methanol (250 ml) and cyclopropylmethyl methanesulfonate (32.3 g; 0.215 mol) added. The mixture was refluxed for 25 min under dry nitrogen, allowed to cool to 40° C. and filtered. The solid was washed with ethyl acetate and the organic solutions combined and evaporated. The residue was dissolved in water (250 ml) and the solution extracted with ethyl acetate (2×250 ml). The extracts were combined,... The product is N1N=C(N=C1)SCC1CC1 (cyclopropylmethyl 1,2,4-triazol-3-yl sulfide). The reactants are N1N=C(N=C1)S (1,2,4-Triazole-3-thiol), C[O-].[Na+] (sodium methoxide), CS(=O)(=O)OCC1CC1 (cyclopropylmethyl methanesulfonate). Yield: 63.5%. Reaction conditions: temperature 40 celsius. Reaction SMILES: [NH:1]1[CH:5]=[N:4][C:3]([SH:6])=[N:2]1.C[O-].[Na+].CS(O[CH2:15][CH:16]1[CH2:18][CH2:17]1)(=O)=O>CO>[NH:1]1[CH:5]=[N:4][C:3]([S:6][CH2:15][CH:16]2[CH2:18][CH2:17]2)=[N:2]1 |f:1.2|. Run in CO (methanol).